From a dataset of the Open Reaction Database (ORD), a public repository of structured organic reaction records. describe an organic reaction: reactants, conditions, products, and yield Starting materials: COc1ccc(-c2cc(-c3ccccn3)nc(-c3cccc(Br)n3)c2)cc1, [Li]CCCC, C1CCOC1, CN(C)C=O. The product is COc1ccc(-c2cc(-c3ccccn3)nc(-c3cccc(C=O)n3)c2)cc1. Reaction SMILES: [Br:1][c:2]1[cH:3][cH:4][cH:5][c:6](-[c:8]2[n:9][c:10](-[c:22]3[n:23][cH:24][cH:25][cH:26][cH:27]3)[cH:11][c:12](-[c:14]3[cH:15][cH:16][c:17]([O:20][CH3:21])[cH:18][cH:19]3)[cH:13]2)[n:7]1.[CH2:28]([Li:29])[CH2:30][CH2:31][CH3:32].[CH2:38]1[O:39][CH2:40][CH2:41][CH2:42]1.[CH3:33][N:34]([CH:35]=[O:36])[CH3:37]>>[c:2]1([CH:35]=[O:36])[cH:3][cH:4][cH:5][c:6](-[c:8]2[n:9][c:10](-[c:22]3[n:23][cH:24][cH:25][cH:26][cH:27]3)[cH:11][c:12](-[c:14]3[cH:15][cH:16][c:17]([O:20][CH3:21])[cH:18][cH:19]3)[cH:13]2)[n:7]1. Reactants: ClC=1C=C(C=CC1F)NC1=NC=NC(=N1)Cl ((3-chloro-4-fluoro-phenyl)-(4-chloro-[1,3,5]triazin-2-yl)-amine), CI (MeI), [H-].[Na+] (NaH). The solvent is CN(C)C=O (DMF). Conditions: time 3 hour. The product is CN1C(N=C(N=C1)NC1=CC(=C(C=C1)F)Cl)Cl (N-methyl-2-chloro-4-(3-chloro-4-fluoroanilino)-1,3,5-triazine). RXN SMILES: [Cl:1][C:2]1[CH:3]=[C:4]([NH:9][C:10]2[N:15]=[C:14]([Cl:16])[N:13]=[CH:12][N:11]=2)[CH:5]=[CH:6][C:7]=1[F:8].[CH3:17]I.[H-].[Na+]>CN(C=O)C>[CH3:17][N:13]1[CH:12]=[N:11][C:10]([NH:9][C:4]2[CH:5]=[CH:6][C:7]([F:8])=[C:2]([Cl:1])[CH:3]=2)=[N:15][CH:14]1[Cl:16] |f:2.3|. Procedure details: To a mixture of (3-chloro-4-fluoro-phenyl)-(4-chloro-[1,3,5]triazin-2-yl)-amine (1.7 g, 6.56 mmol) and MeI (1.5 mL) in DMF (20 mL) under a nitrogen atmosphere was added NaH (60% dispersion, 0.53 mg, 13.3 mmol). The mixture was stirred for 3 h. The reaction was quenched by the addition of water and the organic extracts are taken up in EtOAc, dried over anh. MgSO4 and concentrated under reduced pressure. The crude product was purified via medium pressure liquid chromatography using CH2Cl2 as the s... The product is CC(=O)NCC1CN(c2ccc3c(c2)CC(CO[Si](C)(C)C(C)(C)C)N3C=O)C(=O)O1. Reactants: CC(=O)NCC1CN(c2ccc3c(c2)CC(CO[Si](C)(C)C(C)(C)C)N3)C(=O)O1, C1CCOC1, O=Cn1nnc2ccccc21. Reaction SMILES: [C:1]([CH3:2])([CH3:3])([CH3:4])[Si:5]([O:6][CH2:7][CH:8]1[NH:9][c:10]2[cH:11][cH:12][c:13]([N:17]3[C:18](=[O:27])[O:19][CH:20]([CH2:22][NH:23][C:24]([CH3:25])=[O:26])[CH2:21]3)[cH:14][c:15]2[CH2:16]1)([CH3:28])[CH3:29].[CH2:41]1[O:42][CH2:43][CH2:44][CH2:45]1.[CH:30](=[O:31])[n:32]1[c:33]2[cH:34][cH:35][cH:36][cH:37][c:38]2[n:39][n:40]1>>[C:1]([CH3:2])([CH3:3])([CH3:4])[Si:5]([O:6][CH2:7][CH:8]1[N:9]([CH:30]=[O:31])[c:10]2[cH:11][cH:12][c:13]([N:17]3[C:18](=[O:27])[O:19][CH:20]([CH2:22][NH:23][C:24]([CH3:25])=[O:26])[CH2:21]3)[cH:14][c:15]2[CH2:16]1)([CH3:28])[CH3:29]. Reactants: B(Br)(Br)Br (Boron tribromide), C(CCC)C1(SCCS1)C1=CC(=CC(=C1)OC)OC (2-Butyl-2-(3,5-dimethoxy-phenyl)-[1,3]dithiolane). Run in C(Cl)Cl (CH2Cl2). Run at temperature 0 celsius. The product is C(CCC)C1(SCCS1)C=1C=C(C=C(C1)O)O (5-(2-Butyl-[1,3]dithiolan-2-yl)-benzene-1,3-diol). Yield: 77.3%. RXN SMILES: B(Br)(Br)Br.[CH2:5]([C:9]1([C:14]2[CH:19]=[C:18]([O:20]C)[CH:17]=[C:16]([O:22]C)[CH:15]=2)[S:13][CH2:12][CH2:11][S:10]1)[CH2:6][CH2:7][CH3:8]>C(Cl)Cl>[CH2:5]([C:9]1([C:14]2[CH:15]=[C:16]([OH:22])[CH:17]=[C:18]([OH:20])[CH:19]=2)[S:10][CH2:11][CH2:12][S:13]1)[CH2:6][CH2:7][CH3:8]. Procedure: Boron tribromide (32.9 ml of 1M soln, 32.9 mmol) was added to a solution of Compound 9 (4.51 g, 3.23 mmol) in CH2Cl2 (546 ml) under argon at −78° C. The reaction temperature was then raised slowly to 0° C. over a period of 3 hrs. Stirring was continued at 0° C. for 12–14 hrs or until completion of reaction. Unreacted boron tribromide was destroyed by adding methanol, solvent removed and the residual oil diluted with diethyl ether. The organic phase was washed with saturated NaHCO3, water and bri... Reactants: O=[N+]([O-])c1ccc2c(c1)OCO2, CC(=O)N(C)CCO, [K+], [OH-]. Yields the product CC(=O)N(C)CCOc1ccc([N+](=O)[O-])cc1O. RXN SMILES: [CH2:1]1[O:2][c:3]2[cH:4][c:5]([N+:10](=[O:11])[O-:12])[cH:6][cH:7][c:8]2[O:9]1.[CH3:13][N:14]([CH2:15][CH2:16][OH:17])[C:18]([CH3:19])=[O:20].[K+:22].[OH-:21]>>[CH2:1]([O:9][c:8]1[c:3]([OH:2])[cH:4][c:5]([N+:10](=[O:11])[O-:12])[cH:6][cH:7]1)[CH2:15][N:14]([CH3:13])[C:18]([CH3:19])=[O:20]. Starting materials: ClC(=O)OCC1=CC=CC=C1 (Benzyl chloroformate), O.N(CC(=O)[O-])CC(=O)[O-].[Na+].[Na+] (Disodium iminodiacetate monohydrate), [OH-].[Na+] (sodium hydroxide). Solvent: O (water). Run at time 3 hour. Yields the product C(C1=CC=CC=C1)OC(=O)N(CC(=O)O)CC(=O)O (N-benzyloxycarbonyliminodiacetic acid). Isolated yield 81.1%. RXN SMILES: O.[NH:2]([CH2:7][C:8]([O-:10])=[O:9])[CH2:3][C:4]([O-:6])=[O:5].[Na+].[Na+].Cl[C:14]([O:16][CH2:17][C:18]1[CH:23]=[CH:22][CH:21]=[CH:20][CH:19]=1)=[O:15].[OH-].[Na+]>O>[CH2:17]([O:16][C:14]([N:2]([CH2:7][C:8]([OH:10])=[O:9])[CH2:3][C:4]([OH:6])=[O:5])=[O:15])[C:18]1[CH:23]=[CH:22][CH:21]=[CH:20][CH:19]=1 |f:0.1.2.3,5.6|. Procedure: Disodium iminodiacetate monohydrate (11.7 g, 0.060 m) was dissolved in water (40 ml) and cooled to 0°. Benzyl chloroformate (13.3 g, 0.078 m) was added in portions as the pH of the solution was kept at 9-12 by addition of 2N sodium hydroxide solution as needed. When addition was complete the mixture was stirred an additional 3 hours at 0°-10° C., then extracted with diethyl ether. The aqueous layer was acidified with concentrated hydrochloric acid and extracted with ethyl acetate. The organic la... The reactants are CC(C)=O, O=C(Cl)c1ccc(C(F)(F)F)cc1[N+](=O)[O-], c1ccc(P(c2ccccc2)c2ccccc2)cc1. The product is O=Cc1ccc(C(F)(F)F)cc1[N+](=O)[O-]. RXN SMILES: [CH3:36][C:37](=[O:38])[CH3:39].[N+:1](=[O:2])([O-:3])[c:4]1[c:5]([C:6](=[O:7])[Cl:8])[cH:9][cH:10][c:11]([C:13]([F:14])([F:15])[F:16])[cH:12]1.[c:17]1([P:18]([c:19]2[cH:20][cH:21][cH:22][cH:23][cH:24]2)[c:25]2[cH:26][cH:27][cH:28][cH:29][cH:30]2)[cH:31][cH:32][cH:33][cH:34][cH:35]1>>[N+:1](=[O:2])([O-:3])[c:4]1[c:5]([CH:6]=[O:7])[cH:9][cH:10][c:11]([C:13]([F:14])([F:15])[F:16])[cH:12]1. Reactants: O=C([O-])[O-], CC#N, CCOC(C)=O, CCC(C)NC(=O)c1cccc(CCl)c1, [I-], [K+], [K+], CC(C)(C)OC(=O)N1CCNCC1, [Na+], O. Product: CCC(C)NC(=O)c1cccc(CN2CCN(C(=O)OC(C)(C)C)CC2)c1. Reaction SMILES: [C:29](=[O:30])([O-:31])[O-:32].[CH3:37][C:38]#[N:39].[CH3:40][CH2:41][O:42][C:43](=[O:44])[CH3:45].[CH:14]([CH3:15])([CH2:16][CH3:17])[NH:18][C:19]([c:20]1[cH:21][c:22]([CH2:26][Cl:27])[cH:23][cH:24][cH:25]1)=[O:28].[I-:36].[K+:33].[K+:34].[N:1]1([C:7](=[O:8])[O:9][C:10]([CH3:11])([CH3:12])[CH3:13])[CH2:2][CH2:3][NH:4][CH2:5][CH2:6]1.[Na+:35].[OH2:46]>>[N:1]1([C:7](=[O:8])[O:9][C:10]([CH3:11])([CH3:12])[CH3:13])[CH2:2][CH2:3][N:4]([CH2:26][c:22]2[cH:21][c:20]([C:19]([NH:18][CH:14]([CH3:15])[CH2:16][CH3:17])=[O:28])[cH:25][cH:24][cH:23]2)[CH2:5][CH2:6]1.